describe an organic reaction: reactants, conditions, products, and yield From a dataset of the Open Reaction Database (ORD), a public repository of structured organic reaction records. The reactants are C1(=CC=CC=C1)C (toluene), N1=C(Cl)N=C(Cl)N=C1Cl (cyanuric chloride), [Cl-].[Al+3].[Cl-].[Cl-] (aluminum chloride), Cl (HCl). Solvent: ClC1=C(C=CC=C1)Cl (o-dichlorobenzene). Run at time 10 minute. Product: ClC1=NC(=NC(=N1)C1=CC=C(C=C1)C)C1=CC=C(C=C1)C (2-chloro-4,6-bis(4-methylphenyl)-1,3,5-triazine). Reaction SMILES: [N:1]1[C:8](Cl)=[N:7][C:5](Cl)=[N:4][C:2]=1[Cl:3].[Cl-].[Al+3].[Cl-].[Cl-].Cl.[C:15]1([CH3:21])[CH:20]=[CH:19][CH:18]=[CH:17][CH:16]=1>ClC1C=CC=CC=1Cl>[Cl:3][C:2]1[N:4]=[C:5]([C:18]2[CH:19]=[CH:20][C:15]([CH3:21])=[CH:16][CH:17]=2)[N:7]=[C:8]([C:18]2[CH:19]=[CH:20][C:15]([CH3:21])=[CH:16][CH:17]=2)[N:1]=1 |f:1.2.3.4|. Reported procedure: To a stirring mixture of 1 eq of cyanuric chloride and 3 eq of aluminum chloride in o-dichlorobenzene at ice bath temperature was added concentrated HCl (13 wt % based on cyanuric chloride). After 10 minutes, 1.9 eq of toluene was added and the reaction mixture was stirred at ice bath temperature for 30 minutes. The cooling bath was removed, the reaction mixture was allowed to warm to room temperature, and stirred for 21 h. HPLC analysis indicated about 95% cyanuric chloride conversion to 2-chlo... Starting materials: COC1=CC=C(C(=O)NCCCC(=O)O)C=C1 (4-(p-methoxybenzoylamino)butyric acid), S(=O)(Cl)Cl (thionyl chloride), C (charcoal). Solvent: C1(=CC=CC=C1)C (toluene). Product: COC1=CC=C(C(=O)N2C(CCC2)=O)C=C1 (1-(p-methoxybenzoyl)-2-pyrrolidinone). As a reaction SMILES: [CH3:1][O:2][C:3]1[CH:17]=[CH:16][C:6]([C:7]([NH:9][CH2:10][CH2:11][CH2:12][C:13](O)=[O:14])=[O:8])=[CH:5][CH:4]=1.S(Cl)(Cl)=O.C>C1(C)C=CC=CC=1>[CH3:1][O:2][C:3]1[CH:17]=[CH:16][C:6]([C:7]([N:9]2[CH2:10][CH2:11][CH2:12][C:13]2=[O:14])=[O:8])=[CH:5][CH:4]=1. Reported procedure: 20.0 g. of 4-(p-methoxybenzoylamino)butyric acid, 50 ml. of toluene and 9.2 ml. of thionyl chloride are heated at reflux for 2 hours and then the mixture is treated with decolorizing charcoal and evaporated. The residue is dissolved in methylene chloride and chromatographed over neutral aluminum oxide. The 1-(p-methoxybenzoyl)-2-pyrrolidinone, which is eluted with methylene chloride, is recrystallized from alcohol and has a melting point of 119°-120° C. The reactants are [H-].[Na+] (Sodium hydride), OCC=1N=C(SC1)C=1N(C=C2N(C(N(C(C21)=O)C)=O)C)COCC[Si](C)(C)C (5-(4-(Hydroxymethyl)thiazol-2-yl)-1,3-dimethyl-6-((2-(trimethylsilyl)ethoxy)methyl)-1H-pyrrolo[3,4-d]pyrimidine-2,4(3H,6H)-dione), COC1=CC=C(CCl)C=C1 (para-Methoxybenzyl chloride), COC1=CC=C(CCl)C=C1 (para-methoxybenzyl chloride), [H-].[Na+] (sodium hydride). The solvent is CN1CCCC1=O (NMP). Reaction conditions: time 1 hour. Product: COC1=CC=C(COCC=2N=C(SC2)C=2NC=C3N(C(N(C(C32)=O)C)=O)C)C=C1 (5-(4-(((4-methoxybenzyl)oxy)methyl)thiazol-2-yl)-1,3-dimethyl-1H-pyrrolo[3,4-d]pyrimidine-2,4(3H,6H)-dione). Reaction SMILES: [H-].[Na+].[OH:3][CH2:4][C:5]1[N:6]=[C:7]([C:10]2[N:11](COCC[Si](C)(C)C)[CH:12]=[C:13]3[C:18]=2[C:17](=[O:19])[N:16]([CH3:20])[C:15](=[O:21])[N:14]3[CH3:22])[S:8][CH:9]=1.[CH3:31][O:32][C:33]1[CH:40]=[CH:39][C:36]([CH2:37]Cl)=[CH:35][CH:34]=1>CN1C(=O)CCC1>[CH3:31][O:32][C:33]1[CH:40]=[CH:39][C:36]([CH2:37][O:3][CH2:4][C:5]2[N:6]=[C:7]([C:10]3[NH:11][CH:12]=[C:13]4[C:18]=3[C:17](=[O:19])[N:16]([CH3:20])[C:15](=[O:21])[N:14]4[CH3:22])[S:8][CH:9]=2)=[CH:35][CH:34]=1 |f:0.1|. Procedure details: Sodium hydride (60% wt, 0.637 g, 15.93 mmol) was added portionwise to a solution of 5-(4-(hydroxymethyl)thiazol-2-yl)-1,3-dimethyl-6-((2-(trimethylsilyl)ethoxy)methyl)-1H-pyrrolo[3,4-d]pyrimidine-2,4(3H,6H)-dione (step 2) (4.43 g, 7.97 mmol) NMP (Volume: 44 ml) at 0° C. and stirred for 1 hour. para-Methoxybenzyl chloride (1.404 ml, 10.36 mmol) was added and the mixture stirred at room temperature for 5 hours. Further portions of para-methoxybenzyl chloride (220 μl) and sodium hydride (60% wt, 64... Starting materials: ClC1=C(C(=CC=C1)Cl)NC1=C(C=CC=C1)CC(=O)ON[C@@H](CC1=CNC=N1)C(=O)O ([2-[(2,6-dichlorophenyl)amino]benzeneacetyloxy] (L)-histidine), O1CCCC1 (tetrahydrofuran), C(Br)(Br)(Br)Br (carbon tetrabromide). Run at time 24 hour. The product is BrCCCCOC([C@@H](NOC(CC1=C(C=CC=C1)NC1=C(C=CC=C1Cl)Cl)=O)CC1=CNC=N1)=O ((S)-[2-[(2,6-dichlorophenyl)amino]benzeneacetyloxy] (L)-histidine 4-bromobutyl ester). Reaction SMILES: [Cl:1][C:2]1[CH:7]=[CH:6][CH:5]=[C:4]([Cl:8])[C:3]=1[NH:9][C:10]1[CH:15]=[CH:14][CH:13]=[CH:12][C:11]=1[CH2:16][C:17]([O:19][NH:20][C@H:21]([C:28]([OH:30])=[O:29])[CH2:22][C:23]1[N:27]=[CH:26][NH:25][CH:24]=1)=[O:18].O1[CH2:35][CH2:34][CH2:33][CH2:32]1.C(Br)(Br)(Br)[Br:37]>>[Br:37][CH2:32][CH2:33][CH2:34][CH2:35][O:29][C:28](=[O:30])[C@H:21]([CH2:22][C:23]1[N:27]=[CH:26][NH:25][CH:24]=1)[NH:20][O:19][C:17](=[O:18])[CH2:16][C:11]1[CH:12]=[CH:13][CH:14]=[CH:15][C:10]=1[NH:9][C:3]1[C:4]([Cl:8])=[CH:5][CH:6]=[CH:7][C:2]=1[Cl:1]. Procedure: To a solution of [2-[(2,6-dichlorophenyl)amino]benzeneacetyloxy] (L)-histidine (5 g, 11.54 mmoles) in tetrahydrofuran (100 ml) triphenylphosphine (9.08 g, 34.62 mmoles) and carbon tetrabromide (11.48 g, 34.62 mmoles) are added under stirring. The reaction mixture is left at room temperature for 24 hours, then the solvent is removed by evaporation at reduced pressure. The obtained crude product is purified by chromatography on silica gel eluting with n-hexane/ethyl acetate 1/1. (S)-[2-[(2,6-dichl...